From a dataset of the Open Reaction Database (ORD), a public repository of structured organic reaction records. describe an organic reaction: reactants, conditions, products, and yield Reactants: BrC=1C=CC(=NC1)CN1CCOCC1 (4-(5-bromo-pyridine-2-ylmethyl)-morpholine), CC1=NC=C(C=C1)C#C (2-methyl-5-ethynyl pyridine). Product: C(#C)C=1C=CC(=NC1)CN1CCOCC1 (4-(5-Ethynyl-pyridin-2-ylmethyl)-morpholine). RXN SMILES: Br[C:2]1[CH:3]=[CH:4][C:5]([CH2:8][N:9]2[CH2:14][CH2:13][O:12][CH2:11][CH2:10]2)=[N:6][CH:7]=1.[CH3:15][C:16]1C=CC(C#C)=CN=1>>[C:15]([C:2]1[CH:3]=[CH:4][C:5]([CH2:8][N:9]2[CH2:14][CH2:13][O:12][CH2:11][CH2:10]2)=[N:6][CH:7]=1)#[CH:16]. Procedure details: 4-(5-Ethynyl-pyridin-2-ylmethyl)-morpholine was prepared from 4-(5-bromo-pyridine-2-ylmethyl)-morpholine (U.S. Pat. No. 6,358,945) in the same manner as 2-methyl-5-ethynyl pyridine (Example 7). Yield: 464.4%. As a reaction SMILES: C[O:2][C:3]1[CH:4]=[C:5]([NH:46][S:47]([CH3:50])(=[O:49])=[O:48])[CH:6]=[CH:7][C:8]=1[C:9]1[C:17]2[C:16]([NH:18][C@H:19]([C:21]3[N:26]([C:27]4[CH:32]=[CH:31][CH:30]=[CH:29][CH:28]=4)[C:25](=[O:33])[C:24]4=[C:34]([CH3:37])[CH:35]=[CH:36][N:23]4[N:22]=3)[CH3:20])=[N:15][CH:14]=[N:13][C:12]=2[N:11](COCC[Si](C)(C)C)[CH:10]=1.B(Br)(Br)Br.N>ClCCl>[OH:2][C:3]1[CH:4]=[C:5]([NH:46][S:47]([CH3:50])(=[O:48])=[O:49])[CH:6]=[CH:7][C:8]=1[C:9]1[C:17]2[C:16]([NH:18][C@H:19]([C:21]3[N:26]([C:27]4[CH:28]=[CH:29][CH:30]=[CH:31][CH:32]=4)[C:25](=[O:33])[C:24]4=[C:34]([CH3:37])[CH:35]=[CH:36][N:23]4[N:22]=3)[CH3:20])=[N:15][CH:14]=[N:13][C:12]=2[NH:11][CH:10]=1. Procedure details: (S)—N-(3-Methoxy-4-(4-((1-(5-methyl-4-oxo-3-phenyl-3,4-dihydropyrrolo[2,1-f][1,2,4]triazin-2-yl)ethyl)amino)-7-((2-(trimethylsilyl)ethoxy)methyl)-7H-pyrrolo[2,3-d]pyrimidin-5-yl)phenyl)methanesulfonamide (159 mg, 0.02 mmol) was treated with boron tribromide (1M in dichloromethane, 0.61 ml, 0.61 mmol) in dichloromethane (1 ml) as a solvent and then with a solution of ammonia (7N in methanol, 4 ml, 28 mmol) according to the method described in Example 41 to give 53 mg (46% yield) of the title comp... Yields the product OC=1C=C(C=CC1C1=CNC=2N=CN=C(C21)N[C@@H](C)C2=NN1C(C(N2C2=CC=CC=C2)=O)=C(C=C1)C)NS(=O)(=O)C ((S)—N-(3-Hydroxy-4-(4-((1-(5-methyl-4-oxo-3-phenyl-3,4-dihydropyrrolo[2,1-f][1,2,4]triazin-2-yl)ethyl)amino)-7H-pyrrolo[2,3-d]pyrimidin-5-yl)phenyl)methanesulfonamide). The reactants are COC=1C=C(C=CC1C1=CN(C=2N=CN=C(C21)N[C@@H](C)C2=NN1C(C(N2C2=CC=CC=C2)=O)=C(C=C1)C)COCC[Si](C)(C)C)NS(=O)(=O)C ((S)—N-(3-Methoxy-4-(4-((1-(5-methyl-4-oxo-3-phenyl-3,4-dihydropyrrolo[2,1-f][1,2,4]triazin-2-yl)ethyl)amino)-7-((2-(trimethylsilyl)ethoxy)methyl)-7H-pyrrolo[2,3-d]pyrimidin-5-yl)phenyl)methanesulfonamide), B(Br)(Br)Br (boron tribromide), N (ammonia). The solvent is ClCCl (dichloromethane). Reactants: CCOC(=O)c1cc(CC)sc1Nc1ccc(Br)cc1[N+](=O)[O-], [Cl-], [NH4+], O, [Zn]. The product is CCOC(=O)c1cc(CC)sc1Nc1ccc(Br)cc1N. Reaction SMILES: [Br:1][c:2]1[cH:3][c:4]([N+:21]([O-:22])=[O:23])[c:5]([NH:6][c:7]2[s:8][c:9]([CH2:17][CH3:18])[cH:10][c:11]2[C:12](=[O:13])[O:14][CH2:15][CH3:16])[cH:19][cH:20]1.[Cl-:24].[NH4+:25].[OH2:26].[Zn:27]>>[Br:1][c:2]1[cH:3][c:4]([NH2:21])[c:5]([NH:6][c:7]2[s:8][c:9]([CH2:17][CH3:18])[cH:10][c:11]2[C:12](=[O:13])[O:14][CH2:15][CH3:16])[cH:19][cH:20]1. The reactants are C(CC)OC1=C(C(=N)N)C=CC=C1 (2-Propoxybenzamidine), ClC1=NC(=NC=C1C(=O)OCC)SC (ethyl 4-chloro-2-methylthio-5-pyrimidine carboxylate). Solvent: CC(C)O (2-propanol), CC(C)O (2-propanol). Reaction conditions: temperature 2 celsius, time 2 hour. Product: CSC1=NC=C2C(=N1)N=C(NC2=O)C2=C(C=CC=C2)OCCC (7-Methylthio-4-oxo-2-(2-propoxyphenyl)-3,4-dihydropyrimido-[4.5-d]pyrimidin). RXN SMILES: [CH2:1]([O:4][C:5]1[CH:13]=[CH:12][CH:11]=[CH:10][C:6]=1[C:7]([NH2:9])=[NH:8])[CH2:2][CH3:3].Cl[C:15]1[C:20]([C:21](OCC)=[O:22])=[CH:19][N:18]=[C:17]([S:26][CH3:27])[N:16]=1>CC(O)C>[CH3:27][S:26][C:17]1[N:18]=[C:19]2[N:8]=[C:7]([C:6]3[CH:10]=[CH:11][CH:12]=[CH:13][C:5]=3[O:4][CH2:1][CH2:2][CH3:3])[NH:9][C:21](=[O:22])[C:20]2=[CH:15][N:16]=1. Procedure: 2-Propoxybenzamidine (from sodium, 0.3 g, in ethanol, 50 ml, and 2-propoxybenzamidine hydrochloride, 2.77 g) was dissolved in 2-propanol (20 ml) and the resulting cooled (2° C.) solution was added to a cooled (2° C.) solution of ethyl 4-chloro-2-methylthio-5-pyrimidine carboxylate (2 g) in 2-propanol (30 ml). The reaction mixture was stirred at 2° C. for 2 hours and was then left overnight at ambient temperature to yield a white crude product, 1.18 g, m.p. 179°-181° C. Recrystallisation from eth...